This data is from the Open Reaction Database (ORD), a public repository of structured organic reaction records. The task is: describe an organic reaction: reactants, conditions, products, and yield Starting materials: Br, CC12CCCCC1C2C(=O)O, COCCn1c(C)c(C)sc1=N. Yields the product COCCn1c(C)c(C)sc1=NC(=O)C1C2CCCCC21C. RXN SMILES: [BrH:1].[CH3:14][C:15]12[CH2:16][CH2:17][CH2:18][CH2:19][CH:20]1[CH:21]2[C:22](=[O:23])[OH:24].[CH3:2][O:3][CH2:4][CH2:5][n:6]1[c:7](=[NH:13])[s:8][c:9]([CH3:12])[c:10]1[CH3:11]>>[CH3:2][O:3][CH2:4][CH2:5][n:6]1[c:7](=[N:13][C:22]([CH:21]2[C:15]3([CH3:14])[CH2:16][CH2:17][CH2:18][CH2:19][CH:20]32)=[O:23])[s:8][c:9]([CH3:12])[c:10]1[CH3:11].